This data is from the Open Reaction Database (ORD), a public repository of structured organic reaction records. The task is: describe an organic reaction: reactants, conditions, products, and yield Starting materials: C(C)(C)(C)OC(C(C)(C)SC=1SC=C(N1)C(COC1=CC=C(C=C1)C1=CC=C(C=C1)F)O)=O (2-[(4-{2-[(4′-fluorobiphenyl-4-yl)oxy]-1-hydroxyethyl}-1,3-thiazol-2-yl)thio]-2-methylpropionic acid tert-butyl ester), CI (methyl iodide), O (Water), [H-].[Na+] (Sodium hydride). Run in CN(C)C=O (DMF), CN(C)C=O (DMF). Run at time 30 minute. Yields the product tert-butyl ester, FC1=CC=C(C=C1)C1=CC=C(C=C1)OCC(OC)C=1N=C(SC1)SC(C(=O)O)(C)C (2-[(4-{2-[(4′-fluorobiphenyl-4-yl)oxy]-1-methoxyethyl}-1,3-thiazol-2-yl)thio]-2-methylpropionic acid). Reaction SMILES: [H-].[Na+].C([O:7][C:8](=[O:35])[C:9]([S:12][C:13]1[S:14][CH:15]=[C:16]([CH:18]([OH:34])[CH2:19][O:20][C:21]2[CH:26]=[CH:25][C:24]([C:27]3[CH:32]=[CH:31][C:30]([F:33])=[CH:29][CH:28]=3)=[CH:23][CH:22]=2)[N:17]=1)([CH3:11])[CH3:10])(C)(C)C.[CH3:36]I.O>CN(C=O)C>[F:33][C:30]1[CH:29]=[CH:28][C:27]([C:24]2[CH:25]=[CH:26][C:21]([O:20][CH2:19][CH:18]([C:16]3[N:17]=[C:13]([S:12][C:9]([CH3:10])([CH3:11])[C:8]([OH:7])=[O:35])[S:14][CH:15]=3)[O:34][CH3:36])=[CH:22][CH:23]=2)=[CH:32][CH:31]=1 |f:0.1|. Procedure details: Sodium hydride (60% oil suspension, 24 mg) was suspended in DMF (5 mL), and a solution of 2-[(4-{2-[(4′-fluorobiphenyl-4-yl)oxy]-1-hydroxyethyl}-1,3-thiazol-2-yl)thio]-2-methylpropionic acid tert-butyl ester (331 mg) obtained in Example 2-2 in DMF (1.5 mL) was added. After cease of foaming, methyl iodide (0.12 mL) was added, and the mixture was stirred at room temperature for 30 min. Water (20 mL) was added, and the mixture was stirred, extracted with ethyl acetate (50 mL), washed with saturated...